From a dataset of the Open Reaction Database (ORD), a public repository of structured organic reaction records. describe an organic reaction: reactants, conditions, products, and yield Product: COC(=O)NN=C1CCCCC1=Cc1ccccc1. Reaction SMILES: [CH3:15][O:16][C:17](=[O:18])[NH:19][NH2:20].[CH3:21][CH2:22][OH:23].[c:1]1([CH:7]=[C:8]2[C:9](=[O:14])[CH2:10][CH2:11][CH2:12][CH2:13]2)[cH:2][cH:3][cH:4][cH:5][cH:6]1>>[c:1]1([CH:7]=[C:8]2[C:9](=[N:20][NH:19][C:17]([O:16][CH3:15])=[O:18])[CH2:10][CH2:11][CH2:12][CH2:13]2)[cH:2][cH:3][cH:4][cH:5][cH:6]1. The reactants are COC(=O)NN, CCO, O=C1CCCCC1=Cc1ccccc1.